This data is from the Open Reaction Database (ORD), a public repository of structured organic reaction records. The task is: describe an organic reaction: reactants, conditions, products, and yield The reactants are C(CCC)C1=NC=2N(C(=C1)/C(=C/C1=CC(=C(C(=C1)OC)OC)OC)/SC)N=CC2 ((Z)-5-n-butyl-7-[1-methylthio-2-(3,4,5-trimethoxyphenyl)ethenyl]pyrazolo[1,5-a]pyrimidine), OO (hydrogen peroxide). The solvent is C(C)(=O)O (acetic acid), ClCCl (dichloromethane). Run at time 4 hour. Yields the product C(CCC)C1=NC=2N(C(=C1)/C(=C/C1=CC(=C(C(=C1)OC)OC)OC)/S(=O)C)N=CC2 ((Z)-5-n-butyl-7-[1-methylsulfinyl-2-(3,4,5-trimethoxyphenyl)ethenyl]pyrazolo[1,5-a]pyrimidine). Reaction SMILES: [CH2:1]([C:5]1[CH:10]=[C:9](/[C:11](/[S:25][CH3:26])=[CH:12]/[C:13]2[CH:18]=[C:17]([O:19][CH3:20])[C:16]([O:21][CH3:22])=[C:15]([O:23][CH3:24])[CH:14]=2)[N:8]2[N:27]=[CH:28][CH:29]=[C:7]2[N:6]=1)[CH2:2][CH2:3][CH3:4].[OH:30]O>C(O)(=O)C.ClCCl>[CH2:1]([C:5]1[CH:10]=[C:9](/[C:11](/[S:25]([CH3:26])=[O:30])=[CH:12]/[C:13]2[CH:18]=[C:17]([O:19][CH3:20])[C:16]([O:21][CH3:22])=[C:15]([O:23][CH3:24])[CH:14]=2)[N:8]2[N:27]=[CH:28][CH:29]=[C:7]2[N:6]=1)[CH2:2][CH2:3][CH3:4]. Procedure: 0.50 g of the compound obtained in Example 12 was dissolved in 5 ml of acetic acid. To the solution was added 0.14 ml of 30% aqueous hydrogen peroxide solution, followed by stirring at room temperature for 4 hours. The reaction mixture was diluted with dichloromethane, washed sequentially with water, sodium bicarbonate solution and saturated saline and concentrated under reduced pressure. The residue was purified by silica gel column chromatography (eluent; ethyl acetate:n-hexane=1:1→ethyl aceta... Starting materials: FC([C@@]12C(CC[C@H]1[C@@H]1CCC3=CC(CC[C@]3(C)[C@H]1CC2)=O)=O)F (18,18-difluoro-androst-4-ene-3,17-dione), CI (methyl iodide), C(C)OC(O)O (orthoformic acid ethyl ester), C1(=CC=C(C=C1)S(=O)(=O)O)C (p-toluenesulphonic acid). Solvent: O1CCOCC1 (dioxane), O (water), CO (carbinol). Run at time 8 hour. The product is crude product, FC([C@@]12[C@@](CC[C@H]1[C@@H]1CCC3=CC(CC[C@]3(C)[C@H]1CC2)=O)(C)O)F (18,18-difluoro-17β-hydroxy-17-methyl-androst-4-en-3-one). As a reaction SMILES: [F:1][CH:2]([F:23])[C@:3]12[CH2:20][CH2:19][C@H:18]3[C@@H:8]([CH2:9][CH2:10][C:11]4[C@:16]3([CH3:17])[CH2:15][CH2:14][C:13](=[O:21])[CH:12]=4)[C@@H:7]1[CH2:6][CH2:5][C:4]2=[O:22].[CH2:24](OC(O)O)C.C1(C)C=CC(S(O)(=O)=O)=CC=1.CI>O1CCOCC1.CO.O>[F:1][CH:2]([F:23])[C@:3]12[CH2:20][CH2:19][C@H:18]3[C@@H:8]([CH2:9][CH2:10][C:11]4[C@:16]3([CH3:17])[CH2:15][CH2:14][C:13](=[O:21])[CH:12]=4)[C@@H:7]1[CH2:6][CH2:5][C@@:4]2([OH:22])[CH3:24]. Procedure: 500 mg of 18,18-difluoro-androst-4-ene-3,17-dione are dissolved in 20 ml of dioxane and, after adding 1 ml of orthoformic acid ethyl ester and 30 mg of p-toluenesulphonic acid, the mixture is stirred for 8 hours at room temperature. The reaction mixture is then poured into water (containing traces of pyridine) and extracted twice with ethyl acetate and the extracts are washed until neutral, dried and evaporated in an aspirator vacuum. The crude amorphous enol ether (3-ethoxy-18,18-difluoro-andro...